From a dataset of the Open Reaction Database (ORD), a public repository of structured organic reaction records. describe an organic reaction: reactants, conditions, products, and yield Reactants: N1(CCCC1)C(=O)C1N(CCC1)CC1=CC=CC=C1 (2-(1-pyrrolidinyl)carbonyl-1-benzylpyrrolidine). The reagents and catalysts are [C].[Pd] (palladium-carbon). Solvent: C(C)O (ethanol). Yields the product N1(CCCC1)C(=O)C1NCCC1 (2-(1-pyrrolidinyl)carbonylpyrrolidine). Yield: 92.1%. As a reaction SMILES: [N:1]1([C:6]([CH:8]2[CH2:12][CH2:11][CH2:10][N:9]2CC2C=CC=CC=2)=[O:7])[CH2:5][CH2:4][CH2:3][CH2:2]1>C(O)C.[C].[Pd]>[N:1]1([C:6]([CH:8]2[CH2:12][CH2:11][CH2:10][NH:9]2)=[O:7])[CH2:2][CH2:3][CH2:4][CH2:5]1 |f:2.3|. Reported procedure: In ethanol (300 ml) is suspended 5% palladium-carbon (3 g), and thereto is added 2-(1-pyrrolidinyl)carbonyl-1-benzylpyrrolidine (30 g), and the mixture is subjected to catalytic hydrogenation at room temperature under atmospheric pressure. The mixture is filtered, and the filtrate is concentrated under reduced pressure to remove the solvent to give 2-(1-pyrrolidinyl)carbonylpyrrolidine (about 18 g) as an oily product. Starting materials: CC(C)(C)OC(=O)CBr, CCCC[N+](CCCC)(CCCC)CCCC, COc1ccc(-c2c(-c3ccccc3)oc3ncnc(OCC(C)(C)CO)c23)cc1, ClCCl, [Na+], [OH-], O=C(O)CC(O)(CC(=O)O)C(=O)O, O=S(=O)([O-])O. The product is COc1ccc(-c2c(-c3ccccc3)oc3ncnc(OCC(C)(C)COCC(=O)OC(C)(C)C)c23)cc1. RXN SMILES: [C:31]([CH3:32])([CH3:33])([CH3:34])[O:35][C:36]([CH2:37][Br:38])=[O:39].[CH2:60]([N+:61]([CH2:62][CH2:63][CH2:64][CH3:65])([CH2:66][CH2:67][CH2:68][CH3:69])[CH2:70][CH2:71][CH2:72][CH3:73])[CH2:74][CH2:75][CH3:76].[CH3:1][O:2][c:3]1[cH:4][cH:5][c:6](-[c:9]2[c:10](-[c:25]3[cH:26][cH:27][cH:28][cH:29][cH:30]3)[o:11][c:12]3[n:13][cH:14][n:15][c:16]([O:18][CH2:19][C:20]([CH2:21][OH:22])([CH3:23])[CH3:24])[c:17]23)[cH:7][cH:8]1.[Cl:77][CH2:78][Cl:79].[Na+:41].[OH-:40].[OH:42][C:43]([CH2:44][C:45]([C:46](=[O:47])[OH:48])([CH2:49][C:50](=[O:51])[OH:52])[OH:53])=[O:54].[S:55]([O-:56])([OH:57])(=[O:58])=[O:59]>>[CH3:1][O:2][c:3]1[cH:4][cH:5][c:6](-[c:9]2[c:10](-[c:25]3[cH:26][cH:27][cH:28][cH:29][cH:30]3)[o:11][c:12]3[n:13][cH:14][n:15][c:16]([O:18][CH2:19][C:20]([CH2:21][O:22][CH2:37][C:36]([O:35][C:31]([CH3:32])([CH3:33])[CH3:34])=[O:39])([CH3:23])[CH3:24])[c:17]23)[cH:7][cH:8]1. Yields the product CC(C)(C)OC(=O)N1CCCC(O)(c2cc(Br)c3c(N)ncnn23)C1. Reaction SMILES: [Br:25][N:26]1[C:27]([CH3:28])([CH3:29])[C:30](=[O:31])[N:32]([Br:33])[C:34]1=[O:35].[CH2:42]1[O:43][CH2:44][CH2:45][CH2:46]1.[NH2:1][c:2]1[n:3][cH:4][n:5][n:6]2[c:7]1[cH:8][cH:9][c:10]2[C:11]1([OH:24])[CH2:12][N:13]([C:17](=[O:18])[O:19][C:20]([CH3:21])([CH3:22])[CH3:23])[CH2:14][CH2:15][CH2:16]1.[Na+:40].[Na+:41].[S:36]([O-:37])([O-:38])=[O:39]>>[NH2:1][c:2]1[n:3][cH:4][n:5][n:6]2[c:7]1[c:8]([Br:25])[cH:9][c:10]2[C:11]1([OH:24])[CH2:12][N:13]([C:17](=[O:18])[O:19][C:20]([CH3:21])([CH3:22])[CH3:23])[CH2:14][CH2:15][CH2:16]1. Starting materials: CC1(C)C(=O)N(Br)C(=O)N1Br, C1CCOC1, CC(C)(C)OC(=O)N1CCCC(O)(c2ccc3c(N)ncnn23)C1, [Na+], [Na+], O=S([O-])[O-]. Reactants: CCS, CCOC(=O)C1=Cc2cc(Cl)c(F)cc2OC1C(F)(F)F, [K+], [K+], O=C([O-])[O-], CN(C)C=O. Product: CCOC(=O)C1=Cc2cc(Cl)c(SCC)cc2OC1C(F)(F)F. As a reaction SMILES: [CH2:22]([CH3:23])[SH:24].[Cl:1][c:2]1[cH:3][c:4]2[c:9]([cH:10][c:11]1[F:12])[O:8][CH:7]([C:13]([F:14])([F:15])[F:16])[C:6]([C:17](=[O:18])[O:19][CH2:20][CH3:21])=[CH:5]2.[K+:25].[K+:26].[O-:27][C:28]([O-:29])=[O:30].[O:31]=[CH:32][N:33]([CH3:34])[CH3:35]>>[Cl:1][c:2]1[cH:3][c:4]2[c:9]([cH:10][c:11]1[S:24][CH2:22][CH3:23])[O:8][CH:7]([C:13]([F:14])([F:15])[F:16])[C:6]([C:17](=[O:18])[O:19][CH2:20][CH3:21])=[CH:5]2. Reactants: CC(=O)CCCO, CC(C)(C)[Si](C)(C)Cl, CN(C)C=O, O, c1c[nH]cn1. Product: CC(=O)CCCO[Si](C)(C)C(C)(C)C. Reaction SMILES: [C:1]([CH3:2])(=[O:3])[CH2:4][CH2:5][CH2:6][OH:7].[C:8]([CH3:9])([CH3:10])([CH3:11])[Si:12]([CH3:13])([CH3:14])[Cl:15].[O:22]=[CH:23][N:24]([CH3:25])[CH3:26].[OH2:21].[nH:16]1[cH:17][cH:18][n:19][cH:20]1>>[C:1]([CH3:2])(=[O:3])[CH2:4][CH2:5][CH2:6][O:7][Si:12]([C:8]([CH3:9])([CH3:10])[CH3:11])([CH3:13])[CH3:14]. Reactants: N1N=C(N=C1)C(=O)OC (Methyl 1,2,4-triazole-3-carboxylate), C(C)(=O)O[C@@H]1[C@@H](OC(C)=O)[C@@H](OC(C)=O)[C@@H](O1)COC(C)=O (1,2,3,5-tetra-O-acetyl-β-L-ribofuranose), FC(S(=O)(=O)O)(F)F (trifluoromethanesulfonic acid), [N+](=O)([O-])C1=CC=C(C=C1)OP(=O)(OC1=CC=C(C=C1)[N+](=O)[O-])[O-] (bis(p-nitrophenyl)-phosphate). Yields the product C(C)(=O)O[C@@H]1[C@H](O[C@H]([C@@H]1OC(C)=O)COC(C)=O)N1N=C(N=C1)C(=O)OC (methyl 1-(2,3,5-tri-O-acetyl-β-L-ribofuranosyl)-1,2,4-triazole-3-carboxylate). Reaction SMILES: [NH:1]1[CH:5]=[N:4][C:3]([C:6]([O:8][CH3:9])=[O:7])=[N:2]1.C(O[C@H:14]1[O:26][C@@H:25]([CH2:27][O:28][C:29](=[O:31])[CH3:30])[C@H:20]([O:21][C:22](=[O:24])[CH3:23])[C@@H:15]1[O:16][C:17](=[O:19])[CH3:18])(=O)C.FC(F)(F)S(O)(=O)=O.[N+](C1C=CC(OP([O-])(OC2C=CC([N+]([O-])=O)=CC=2)=O)=CC=1)([O-])=O>>[C:17]([O:16][C@H:15]1[C@@H:20]([O:21][C:22](=[O:24])[CH3:23])[C@H:25]([CH2:27][O:28][C:29](=[O:31])[CH3:30])[O:26][C@@H:14]1[N:1]1[CH:5]=[N:4][C:3]([C:6]([O:8][CH3:9])=[O:7])=[N:2]1)(=[O:19])[CH3:18]. Reported procedure: Methyl 1,2,4-triazole-3-carboxylate and 1,2,3,5-tetra-O-acetyl-β-L-ribofuranose are heated under reduced pressure in the presence of trifluoromethanesulfonic acid or bis(p-nitrophenyl)-phosphate. The residue is recrystallized from ethanol or methanol to obtain methyl 1-(2,3,5-tri-O-acetyl-β-L-ribofuranosyl)-1,2,4-triazole-3-carboxylate. Subsequently, the obtained methyl 1-(2,3,5-tri-O-acetyl-β-L-ribofuranosyl)-1,2,4-triazole-3-carboxylate is treated with ammonia in a methanol solvent, and the re... Starting materials: COCc1cc(OC)c(-c2csc3c(N(CC4CC4C)C4CCOCC4)c(OC)nn23)c(OC)c1, CS(=O)(=O)O, CCOC(C)=O. Product: COCc1cc(OC)c(-c2csc3c(N(CC4CC4C)C4CCOCC4)c(OC)nn23)c(OC)c1, CS(=O)(=O)O. As a reaction SMILES: [CH3:1][O:2][c:3]1[c:4](-[c:14]2[n:15]3[c:16]([s:17][cH:18]2)[c:19]([N:24]([CH:25]2[CH2:26][CH2:27][O:28][CH2:29][CH2:30]2)[CH2:31][CH:32]2[CH:33]([CH3:35])[CH2:34]2)[c:20]([O:22][CH3:23])[n:21]3)[c:5]([O:12][CH3:13])[cH:6][c:7]([CH2:9][O:10][CH3:11])[cH:8]1.[CH3:36][S:37]([OH:38])(=[O:39])=[O:40].[CH3:41][CH2:42][O:43][C:44](=[O:45])[CH3:46]>>[CH3:1][O:2][c:3]1[c:4](-[c:14]2[n:15]3[c:16]([s:17][cH:18]2)[c:19]([N:24]([CH:25]2[CH2:26][CH2:27][O:28][CH2:29][CH2:30]2)[CH2:31][CH:32]2[CH:33]([CH3:35])[CH2:34]2)[c:20]([O:22][CH3:23])[n:21]3)[c:5]([O:12][CH3:13])[cH:6][c:7]([CH2:9][O:10][CH3:11])[cH:8]1.[CH3:36][S:37](=[O:38])(=[O:39])[OH:40].